describe an organic reaction: reactants, conditions, products, and yield From a dataset of the Open Reaction Database (ORD), a public repository of structured organic reaction records. Starting materials: FC=1C(=CN(C1C=1C(=NC=CC1)F)S(=O)(=O)C1=C(OC=C1)C)CN(C(OC(C)(C)C)=O)C (tert-Butyl ({4-fluoro-5-(2-fluoropyridin-3-yl)-1-[(2-methyl-3-furyl)sulfonyl]-1H-pyrrol-3-yl}methyl)methylcarbamate), C(C)(=O)OCC.Cl (hydrogen chloride-ethyl acetate). Solvent: C(C)(=O)OCC (ethyl acetate), C(C)O (ethanol). Conditions: time 2 hour. The product is Cl.FC=1C(=CN(C1C=1C(=NC=CC1)F)S(=O)(=O)C1=C(OC=C1)C)CNC (1-{4-fluoro-5-(2-fluoropyridin-3-yl)-1-[(2-methylfuran-3-yl)sulfonyl]-1H-pyrrol-3-yl}-N-methylmethanamine hydrochloride). Yield: 78.0%. As a reaction SMILES: [F:1][C:2]1[C:3]([CH2:23][N:24](C)[C:25](=O)OC(C)(C)C)=[CH:4][N:5]([S:14]([C:17]2[CH:21]=[CH:20][O:19][C:18]=2[CH3:22])(=[O:16])=[O:15])[C:6]=1[C:7]1[C:8]([F:13])=[N:9][CH:10]=[CH:11][CH:12]=1.C(OCC)(=O)C.[ClH:39]>C(OCC)(=O)C.C(O)C>[ClH:39].[F:1][C:2]1[C:3]([CH2:23][NH:24][CH3:25])=[CH:4][N:5]([S:14]([C:17]2[CH:21]=[CH:20][O:19][C:18]=2[CH3:22])(=[O:16])=[O:15])[C:6]=1[C:7]1[C:8]([F:13])=[N:9][CH:10]=[CH:11][CH:12]=1 |f:1.2,5.6|. Procedure: tert-Butyl ({4-fluoro-5-(2-fluoropyridin-3-yl)-1-[(2-methyl-3-furyl)sulfonyl]-1H-pyrrol-3-yl}methyl)methylcarbamate (187 mg) was dissolved in ethyl acetate (1 mL) and ethanol (1 mL), and 4 mol/L hydrogen chloride-ethyl acetate solution (2 mL) was added. The mixture was stirred at room temperature for 2 hr, and the reaction mixture was concentrated under reduced pressure. The residue was recrystallized from a mixed solvent of ethyl acetate-ethanol=3:1 to give the title compound as colorless cryst...